Dataset: the Open Reaction Database (ORD), a public repository of structured organic reaction records. Task: describe an organic reaction: reactants, conditions, products, and yield The reactants are FC=1C=C(OC2=CC=C(C=C2)O)C=C(C1)F (4-(3,5-Difluorophenoxy)phenol), [O-]CC.[Na+] (sodium ethoxide), resultant solution, ClCCO (2-chloroethanol), [Na] (sodium), resultant mixture. The solvent is C(C)O (ethanol). The product is FC=1C=C(OC2=CC=C(OCCO)C=C2)C=C(C1)F (2-[4-(3,5-difluorophenoxy)phenoxy]ethanol). RXN SMILES: [F:1][C:2]1[CH:3]=[C:4]([CH:13]=[C:14]([F:16])[CH:15]=1)[O:5][C:6]1[CH:11]=[CH:10][C:9]([OH:12])=[CH:8][CH:7]=1.[O-:17][CH2:18][CH3:19].[Na+].[Na].ClCCO>C(O)C>[F:1][C:2]1[CH:3]=[C:4]([CH:13]=[C:14]([F:16])[CH:15]=1)[O:5][C:6]1[CH:7]=[CH:8][C:9]([O:12][CH2:19][CH2:18][OH:17])=[CH:10][CH:11]=1 |f:1.2,^1:20|. Procedure: 4-(3,5-Difluorophenoxy)phenol (9.0 g, 40.5 mmol) was added to an ethanolic solution of sodium ethoxide prepared from ethanol (40 ml) and sodium (939 mg, 40.9 mmol). To the resultant solution, 2-chloroethanol (3.26 g, 40.5 mmol) was dropwise added with stirring under reflux. After completion of the addition, the resultant mixture was stirred under reflux for 4 hours. After allowed to cool, ethanol was removed, and the residual oil was dissolved in toluene. The toluene layer was washed with water ...